Dataset: the Open Reaction Database (ORD), a public repository of structured organic reaction records. Task: describe an organic reaction: reactants, conditions, products, and yield Reactants: ClCCl, Cl, Nc1ccc(Sc2ccc(C(=O)O)cc2[N+](=O)[O-])cc1, O, c1ccncc1, O=C(Cl)OCC1c2ccccc2-c2ccccc21. Yields the product O=C(Nc1ccc(Sc2ccc(C(=O)O)cc2[N+](=O)[O-])cc1)OCC1c2ccccc2-c2ccccc21. As a reaction SMILES: [CH2:46]([Cl:47])[Cl:48].[ClH:45].[NH2:1][c:2]1[cH:3][cH:4][c:5]([S:8][c:9]2[c:10]([N+:18](=[O:19])[O-:20])[cH:11][c:12]([C:13](=[O:14])[OH:15])[cH:16][cH:17]2)[cH:6][cH:7]1.[OH2:49].[cH:21]1[cH:22][cH:23][n:24][cH:25][cH:26]1.[cH:27]1[cH:28][cH:29][cH:30][c:31]2[c:39]1[CH:38]([CH2:40][O:41][C:42](=[O:43])[Cl:44])[c:37]1[c:32]-2[cH:33][cH:34][cH:35][cH:36]1>>[NH:1]([c:2]1[cH:3][cH:4][c:5]([S:8][c:9]2[c:10]([N+:18](=[O:19])[O-:20])[cH:11][c:12]([C:13](=[O:14])[OH:15])[cH:16][cH:17]2)[cH:6][cH:7]1)[C:42]([O:41][CH2:40][CH:38]1[c:37]2[c:32]([cH:33][cH:34][cH:35][cH:36]2)-[c:31]2[cH:30][cH:29][cH:28][cH:27][c:39]21)=[O:43]. Starting materials: [Cl-].[Al+3].[Cl-].[Cl-] (aluminum chloride), ClC1=CC=C(C=C1)CC(=O)Cl (4-chlorophenylacetyl chloride), C=CC1=CC=CC=C1 (styrene). The solvent is C(Cl)Cl (methylene chloride), C(Cl)Cl (methylene chloride), C(Cl)Cl (methylene chloride). Product: ClC=1C=C2C(CC(CC2=CC1)=O)C1=CC=CC=C1 (6-chloro-3,4-dihydro-4-phenyl-2(1H)-naphthalenone). RXN SMILES: [Cl-].[Al+3].[Cl-].[Cl-].[Cl:5][C:6]1[CH:11]=[CH:10][C:9]([CH2:12][C:13](Cl)=[O:14])=[CH:8][CH:7]=1.[CH2:16]=[CH:17][C:18]1[CH:23]=[CH:22][CH:21]=[CH:20][CH:19]=1>C(Cl)Cl>[Cl:5][C:6]1[CH:11]=[C:10]2[C:9](=[CH:8][CH:7]=1)[CH2:12][C:13](=[O:14])[CH2:16][CH:17]2[C:18]1[CH:23]=[CH:22][CH:21]=[CH:20][CH:19]=1 |f:0.1.2.3|. Reported procedure: 8.00 g (0.06 mol) of aluminum chloride are suspended in 600 ml of methylene chloride, treated at 0° with 7.56 g (0.04 mol) of 4-chlorophenylacetyl chloride in 250 ml of methylene chloride and a solution of 4.17 g (0.04 mol) of styrene in 400 ml of methylene chloride is added dropwise thereto at -40° to -50°. After warming to room temperature, the mixture is poured on to ice, extracted with methylene chloride, dried with magnesium sulfate, filtered over Dicalit and the solvent is distilled in a v... The reactants are BrC1=CC=C(C=C1)C1=CC(C2=C(N1)N(N=C2CC)C2=CC=CC=C2)=O (6-(4-bromophenyl)-3-ethyl-1-phenyl-1H-pyrazolo[3,4-b]pyridin-4(7H)-one), CCOC(=O)/N=N/C(=O)OCC (DEAD), C1=CC=C(C=C1)P(C2=CC=CC=C2)C3=CC=CC=C3 (PPh3), CO (methanol). Run in O1CCCC1 (tetrahydrofuran). Reaction conditions: time 8 hour. Product: BrC1=CC=C(C=C1)C1=CC(=C2C(=N1)N(N=C2CC)C2=CC=CC=C2)OC (6-(4-bromo-phenyl)-3-ethyl-4-methoxy-1-phenyl-1H-pyrazolo[3,4-b]pyridine). RXN SMILES: [Br:1][C:2]1[CH:7]=[CH:6][C:5]([C:8]2[NH:13][C:12]3[N:14]([C:19]4[CH:24]=[CH:23][CH:22]=[CH:21][CH:20]=4)[N:15]=[C:16]([CH2:17][CH3:18])[C:11]=3[C:10](=[O:25])[CH:9]=2)=[CH:4][CH:3]=1.[CH:26]1C=CC(P(C2C=CC=CC=2)C2C=CC=CC=2)=CC=1.CO.CCOC(/N=N/C(OCC)=O)=O>O1CCCC1>[Br:1][C:2]1[CH:7]=[CH:6][C:5]([C:8]2[N:13]=[C:12]3[N:14]([C:19]4[CH:20]=[CH:21][CH:22]=[CH:23][CH:24]=4)[N:15]=[C:16]([CH2:17][CH3:18])[C:11]3=[C:10]([O:25][CH3:26])[CH:9]=2)=[CH:4][CH:3]=1. Procedure details: Into a 50-mL round-bottom flask purged and maintained with an inert atmosphere of nitrogen, was placed a solution of 6-(4-bromophenyl)-3-ethyl-1-phenyl-1H-pyrazolo[3,4-b]pyridin-4(7H)-one (200 mg, 0.51 mmol, 1.00 equiv) in tetrahydrofuran (2 mL), PPh3 (290 mg, 1.11 mmol, 2.17 equiv), methanol (18 mg, 0.56 mmol, 1.11 equiv). To the resulting mixture was then added DEAD (180 mg, 1.03 mmol, 2.03 equiv) dropwise with stirring at 0-5° C. The resulting solution was stirred overnight at room temperatur... The reactants are CC(C)(C)OC(=O)c1ccc(N2CCc3ccccc32)cc1Nc1ccc(F)cc1, O=C(O)C(F)(F)F. The product is O=C(O)c1ccc(N2CCc3ccccc32)cc1Nc1ccc(F)cc1. Reaction SMILES: [F:1][c:2]1[cH:3][cH:4][c:5]([NH:6][c:7]2[c:8]([C:9](=[O:10])[O:11][C:12]([CH3:13])([CH3:14])[CH3:15])[cH:16][cH:17][c:18]([N:20]3[CH2:21][CH2:22][c:23]4[cH:24][cH:25][cH:26][cH:27][c:28]43)[cH:19]2)[cH:29][cH:30]1.[OH:31][C:32]([C:33]([F:34])([F:35])[F:36])=[O:37]>>[F:1][c:2]1[cH:3][cH:4][c:5]([NH:6][c:7]2[c:8]([C:9](=[O:10])[OH:11])[cH:16][cH:17][c:18]([N:20]3[CH2:21][CH2:22][c:23]4[cH:24][cH:25][cH:26][cH:27][c:28]43)[cH:19]2)[cH:29][cH:30]1. Reactants: N,N-Dimethylaminopyridine, N1C=CC=2C(=CC=CC12)C(=O)O (1H-indole-4-carboxylic acid), Cl.CN(CCCN=C=NCC)C (1-(3-dimethylaminopropyl)-3-ethylcarbodiimide hydrochloride), CO (methanol). The solvent is ClCCl (dichloromethane). Run at time 8 hour. Product: N1C=CC=2C(=CC=CC12)C(=O)OC (1H-indole-4-carboxylic acid, methyl ester). Yield: 78.6%. Reaction SMILES: [NH:1]1[C:9]2[CH:8]=[CH:7][CH:6]=[C:5]([C:10]([OH:12])=[O:11])[C:4]=2[CH:3]=[CH:2]1.Cl.[CH3:14]N(C)CCCN=C=NCC.CO>ClCCl>[NH:1]1[C:9]2[CH:8]=[CH:7][CH:6]=[C:5]([C:10]([O:12][CH3:14])=[O:11])[C:4]=2[CH:3]=[CH:2]1 |f:1.2|. Reported procedure: N,N-Dimethylaminopyridine (7.6 mg, 0.06 mmol) was added to a mixture of 1H-indole-4-carboxylic acid (100 mg, 0.62 mmol), 1-(3-dimethylaminopropyl)-3-ethylcarbodiimide hydrochloride (131 mg, 0.68 mmol), and methanol (1 mL, 24.7 mmol) in dichloromethane (2 mL). The mixture was allowed to stir at room temperature overnight, then the solvent was evaporated and ethyl acetate (20 mL) was added. The solution was washed with 1 M HCl (2×15 mL), saturated sodium hydrogen carbonate (15 mL) and brine (10 mL...